This data is from the Open Reaction Database (ORD), a public repository of structured organic reaction records. The task is: describe an organic reaction: reactants, conditions, products, and yield Starting materials: C1(=CC=CC=C1)C1=NC2=CC=CC(=C2N=C1C1=CC=CC=C1)N (2,3-diphenyl-5-aminoquinoxaline), FC1=CC=C(C=C1)[N+](=O)[O-] (4-fluoronitrobenzene), CC(C)([O-])C.[K+] (potassium t-butoxide). Solvent: CS(=O)C (dimethylsulfoxide). Run at time 24 hour. Yields the product C1(=CC=CC=C1)C1=NC2=CC=CC(=C2N=C1C1=CC=CC=C1)NC1=CC=C(C=C1)[N+](=O)[O-] (2,3-diphenyl-5-(4-nitrophenyl)aminoquinoxaline). As a reaction SMILES: [C:1]1([C:7]2[C:16]([C:17]3[CH:22]=[CH:21][CH:20]=[CH:19][CH:18]=3)=[N:15][C:14]3[C:9](=[CH:10][CH:11]=[CH:12][C:13]=3[NH2:23])[N:8]=2)[CH:6]=[CH:5][CH:4]=[CH:3][CH:2]=1.F[C:25]1[CH:30]=[CH:29][C:28]([N+:31]([O-:33])=[O:32])=[CH:27][CH:26]=1.CC(C)([O-])C.[K+]>CS(C)=O>[C:1]1([C:7]2[C:16]([C:17]3[CH:18]=[CH:19][CH:20]=[CH:21][CH:22]=3)=[N:15][C:14]3[C:9](=[CH:10][CH:11]=[CH:12][C:13]=3[NH:23][C:25]3[CH:30]=[CH:29][C:28]([N+:31]([O-:33])=[O:32])=[CH:27][CH:26]=3)[N:8]=2)[CH:2]=[CH:3][CH:4]=[CH:5][CH:6]=1 |f:2.3|. Procedure details: While agitating 4.0 g (13.4 mmol) of 2,3-diphenyl-5-aminoquinoxaline, 2.1 g (14.9 mmol) of 4-fluoronitrobenzene and 100 ml of dimethylsulfoxide, 5.0 g (44.6 mmol) of potassium t-butoxide was gently added thereto. After completion of the addition, the reaction container was purged with nitrogen, followed by agitation at room temperature for 24 hours. After completion of the reaction, 100 ml of water was added to the container while cooling, and an organic phase was extracted with a chloroform sol... Starting materials: C1CCOC1, COC(=O)C(NS(=O)(=O)c1ccc(-c2ccc(NC(=O)c3oc4ccc(C#N)c(OC)c4c3C)cc2)cc1)C(C)C, [Li+], [OH-]. Product: COc1c(C#N)ccc2oc(C(=O)Nc3ccc(-c4ccc(S(=O)(=O)NC(C(=O)O)C(C)C)cc4)cc3)c(C)c12. Reaction SMILES: [CH2:44]1[O:45][CH2:46][CH2:47][CH2:48]1.[CH3:1][O:2][C:3]([CH:4]([CH:5]([CH3:6])[CH3:7])[NH:8][S:9](=[O:10])(=[O:11])[c:12]1[cH:13][cH:14][c:15](-[c:18]2[cH:19][cH:20][c:21]([NH:24][C:25](=[O:26])[c:27]3[o:28][c:29]4[c:30]([c:31]3[CH3:32])[c:33]([O:39][CH3:40])[c:34]([C:37]#[N:38])[cH:35][cH:36]4)[cH:22][cH:23]2)[cH:16][cH:17]1)=[O:41].[Li+:43].[OH-:42]>>[O:2]=[C:3]([CH:4]([CH:5]([CH3:6])[CH3:7])[NH:8][S:9](=[O:10])(=[O:11])[c:12]1[cH:13][cH:14][c:15](-[c:18]2[cH:19][cH:20][c:21]([NH:24][C:25](=[O:26])[c:27]3[o:28][c:29]4[c:30]([c:31]3[CH3:32])[c:33]([O:39][CH3:40])[c:34]([C:37]#[N:38])[cH:35][cH:36]4)[cH:22][cH:23]2)[cH:16][cH:17]1)[OH:41]. Reactants: BrCc1ccccc1, O=C([O-])[O-], CN(C)C=O, [K+], [K+], COc1cc(C=CC(=O)O)cc(OC)c1O. Yields the product COc1cc(C=CC(=O)O)cc(OC)c1OCc1ccccc1. Reaction SMILES: [Br:17][CH2:18][c:19]1[cH:20][cH:21][cH:22][cH:23][cH:24]1.[C:25](=[O:26])([O-:27])[O-:28].[CH3:31][N:32]([CH3:33])[CH:34]=[O:35].[K+:29].[K+:30].[OH:1][c:2]1[c:3]([O:15][CH3:16])[cH:4][c:5]([CH:6]=[CH:7][C:8](=[O:9])[OH:10])[cH:11][c:12]1[O:13][CH3:14]>>[O:1]([c:2]1[c:3]([O:15][CH3:16])[cH:4][c:5]([CH:6]=[CH:7][C:8](=[O:9])[OH:10])[cH:11][c:12]1[O:13][CH3:14])[CH2:18][c:19]1[cH:20][cH:21][cH:22][cH:23][cH:24]1. Starting materials: COC=1C=CC(=C2C=C(OC21)C(C)C)C(=O)O (7-methoxy-2-(1-methylethyl)benzofuran-4-carboxylic acid), NC1=NC=CC=C1N (2,3-diaminopyridine). Solvent: P(=O)(Cl)(Cl)Cl (phosphorus oxychloride). Product: COC1=CC=C(C=2C=C(OC21)C(C)C)C=2NC=1C(=NC=CC1)N2 (2-[7-Methoxy-2-(1-methylethyl)benzofuran-4-yl]imidazo[4,5-b]pyridine). As a reaction SMILES: [CH3:1][O:2][C:3]1[CH:4]=[CH:5][C:6]([C:15](O)=O)=[C:7]2[C:11]=1[O:10][C:9]([CH:12]([CH3:14])[CH3:13])=[CH:8]2.[NH2:18][C:19]1[C:24]([NH2:25])=[CH:23][CH:22]=[CH:21][N:20]=1>P(Cl)(Cl)(Cl)=O>[CH3:1][O:2][C:3]1[C:11]2[O:10][C:9]([CH:12]([CH3:13])[CH3:14])=[CH:8][C:7]=2[C:6]([C:15]2[NH:25][C:24]3[C:19]([N:18]=2)=[N:20][CH:21]=[CH:22][CH:23]=3)=[CH:5][CH:4]=1. Procedure details: 4.6 g of 7-methoxy-2-(1-methylethyl)benzofuran-4-carboxylic acid and 2.2 g of 2,3-diaminopyridine are boiled under reflux for 4 h in 80 ml of phosphorus oxychloride. The mixture is largely evaporated in vacuo, the residue is partitioned between 100 ml of ice water and 500 ml of ethyl acetate and the aqueous phase is rendered alkaline with 50 percent sodium hydroxide solution. The organic phase is separated off, the aqueous phase is extracted a further two times by shaking with ethyl acetate, and... Starting materials: C[O-], COC(=O)C1CCCc2cc(C)cnc21, NC=O, Cl, [Na+]. Product: Cc1cnc2c(c1)CCCC2C(N)=O. As a reaction SMILES: [CH3:19][O-:20].[CH3:1][O:2][C:3](=[O:4])[CH:5]1[CH2:6][CH2:7][CH2:8][c:9]2[cH:10][c:11]([CH3:15])[cH:12][n:13][c:14]21.[CH:16](=[O:17])[NH2:18].[ClH:22].[Na+:21]>>[O:2]=[C:3]([CH:5]1[CH2:6][CH2:7][CH2:8][c:9]2[cH:10][c:11]([CH3:15])[cH:12][n:13][c:14]21)[NH2:18]. The reactants are O=c1[nH]c2c(OC3CN(C(c4ccccc4)c4ccccc4)C3)cccc2n1Cc1ccccc1, CC(Cl)OC(=O)Cl, CC(Cl)Cl. Yields the product O=c1[nH]c2c(OC3CNC3)cccc2n1Cc1ccccc1. As a reaction SMILES: [CH:1]([c:2]1[cH:3][cH:4][cH:5][cH:6][cH:7]1)([c:8]1[cH:9][cH:10][cH:11][cH:12][cH:13]1)[N:14]1[CH2:15][CH:16]([O:18][c:19]2[cH:20][cH:21][cH:22][c:23]3[n:24]([CH2:29][c:30]4[cH:31][cH:32][cH:33][cH:34][cH:35]4)[c:25](=[O:28])[nH:26][c:27]23)[CH2:17]1.[Cl:36][C:37]([O:38][CH:39]([Cl:40])[CH3:41])=[O:42].[Cl:43][CH:44]([Cl:45])[CH3:46]>>[NH:14]1[CH2:15][CH:16]([O:18][c:19]2[cH:20][cH:21][cH:22][c:23]3[n:24]([CH2:29][c:30]4[cH:31][cH:32][cH:33][cH:34][cH:35]4)[c:25](=[O:28])[nH:26][c:27]23)[CH2:17]1. The reactants are P(=O)(Cl)(Cl)Cl (phosphorous oxychloride), BrC(CO)C (2-bromo-1-propanol). Run in C(Cl)(Cl)(Cl)Cl (carbon tetrachloride), C(Cl)(Cl)(Cl)Cl (carbon tetrachloride). Conditions: time 8 hour. Yields the product BrC(COP(=O)(Cl)Cl)C (Phosphorodichloridic acid-2-bromopropyl ester). Yield: 56.7%. As a reaction SMILES: [P:1]([Cl:5])(Cl)([Cl:3])=[O:2].[Br:6][CH:7]([CH3:10])[CH2:8][OH:9]>C(Cl)(Cl)(Cl)Cl>[Br:6][CH:7]([CH3:10])[CH2:8][O:9][P:1]([Cl:5])([Cl:3])=[O:2]. Procedure: To a solution of 42 g of phosphorous oxychloride in 110 ml of carbon tetrachloride was added dropwise with stirring a solution of 25 g of 2-bromo-1-propanol in 25 ml of carbon tetrachloride. This mixture was stirred overnight, then taken to dryness, evaporated twice from toluene and dried. The residue was distilled on a Kugelrohr 75° C., 0.05 mm, giving 26.1 g of the desired compound as a colorless oil.